From a dataset of the Open Reaction Database (ORD), a public repository of structured organic reaction records. describe an organic reaction: reactants, conditions, products, and yield Starting materials: [H-].[Na+] (sodium hydride), C(=CCCCCCCCCCCCCCCCC)O (1-octadecenol), CN(C=O)C (N,N-dimethylformamide), CN(C=O)C (dimethylformamide), O (water), C(C1=CC=CC=C1)Br (benzyl bromide). Conditions: time 15 hour. Yields the product C1(=CC=CC=C1)COCC(=C)CCCCCCCCCCCCCCCC (2-[(Phenylmethoxy)methyl]-1-octadecene). As a reaction SMILES: [H-].[Na+].[CH:3]([OH:21])=[CH:4][CH2:5][CH2:6][CH2:7][CH2:8][CH2:9][CH2:10][CH2:11][CH2:12][CH2:13][CH2:14][CH2:15][CH2:16][CH2:17][CH2:18][CH2:19][CH3:20].[CH2:22](Br)[C:23]1[CH:28]=[CH:27][CH:26]=[CH:25][CH:24]=1.O.[CH3:31]N(C)C=O>>[C:23]1([CH2:22][O:21][CH2:3][C:4]([CH2:5][CH2:6][CH2:7][CH2:8][CH2:9][CH2:10][CH2:11][CH2:12][CH2:13][CH2:14][CH2:15][CH2:16][CH2:17][CH2:18][CH2:19][CH3:20])=[CH2:31])[CH:28]=[CH:27][CH:26]=[CH:25][CH:24]=1 |f:0.1|. Procedure details: To 1.4 g of washed sodium hydride in 100 ml of dry N,N-dimethylformamide is added a solution of 10 g of 1-octadecenol in 100 ml of dimethylformamide followed by 5.8 g of benzyl bromide. This mixture is stirred for 15 hours, then water added and the mixture extracted with ether. The ether extract is dried, evaporated and purified by chromatography, to give 9.0 g of the desired compound. Reactants: CCCCCC, O=C=NS(=O)(=O)C1CC2C=CC1O2, ClCCl, Cc1cc(C)nc(N)n1. Product: Cc1cc(C)nc(NC(=O)NS(=O)(=O)C2CC3C=CC2O3)n1. Reaction SMILES: [CH3:23][CH2:24][CH2:25][CH2:26][CH2:27][CH3:28].[CH:10]12[CH:11]=[CH:12][CH:13]([CH2:14][CH:15]1[S:16](=[O:17])(=[O:18])[N:19]=[C:20]=[O:21])[O:22]2.[Cl:29][CH2:30][Cl:31].[NH2:1][c:2]1[n:3][c:4]([CH3:9])[cH:5][c:6]([CH3:8])[n:7]1>>[NH:1]([c:2]1[n:3][c:4]([CH3:9])[cH:5][c:6]([CH3:8])[n:7]1)[C:20]([NH:19][S:16]([CH:15]1[CH:10]2[CH:11]=[CH:12][CH:13]([CH2:14]1)[O:22]2)(=[O:17])=[O:18])=[O:21].